Dataset: the Open Reaction Database (ORD), a public repository of structured organic reaction records. Task: describe an organic reaction: reactants, conditions, products, and yield The reactants are COC1=CC=C(C=C1)N1CC2=C(NC=3C=CC(=CC23)C)CC1 (2,3,4,5-tetrahydro-2-(4-methoxyphenyl)-8-methyl-1H-pyrido[4,3-b]indole), CC1=NC=C(C=C1)C=C (2-methyl-5-vinylpyridine), [OH-].[K+] (KOH). Solvent: CN1CCCC1=O (NMP). Yields the product COC1=CC=C(C=C1)N1CC2=C(N(C=3C=CC(=CC23)C)CCC=2C=NC(=CC2)C)CC1 (2,3,4,5-tetrahydro-2-(4-methoxyphenyl)-8-methyl-5-(2-(6-methylpyridin-3-yl)ethyl)-1H-pyrido[4,3-b]indole). As a reaction SMILES: [CH3:1][O:2][C:3]1[CH:8]=[CH:7][C:6]([N:9]2[CH2:22][CH2:21][C:12]3[NH:13][C:14]4[CH:15]=[CH:16][C:17]([CH3:20])=[CH:18][C:19]=4[C:11]=3[CH2:10]2)=[CH:5][CH:4]=1.[CH3:23][C:24]1[CH:29]=[CH:28][C:27]([CH:30]=[CH2:31])=[CH:26][N:25]=1.[OH-].[K+]>CN1C(=O)CCC1>[CH3:1][O:2][C:3]1[CH:8]=[CH:7][C:6]([N:9]2[CH2:22][CH2:21][C:12]3[N:13]([CH2:31][CH2:30][C:27]4[CH:26]=[N:25][C:24]([CH3:23])=[CH:29][CH:28]=4)[C:14]4[CH:15]=[CH:16][C:17]([CH3:20])=[CH:18][C:19]=4[C:11]=3[CH2:10]2)=[CH:5][CH:4]=1 |f:2.3|. Reported procedure: The title compound is prepared from a mixture of 2,3,4,5-tetrahydro-2-(4-methoxyphenyl)-8-methyl-1H-pyrido[4,3-b]indole, 2-methyl-5-vinylpyridine and KOH (5-7 equiv) in NMP at a temperature ranging between 25 deg C. to 100 deg C. The product obtained is isolated by preparative HPLC. Reactants: O=C([O-])O, CCN=C=NCCCN(C)C, CN(C)C=O, C1CC2CCC1CNC2, Cl, O=C(O)CN1CCN(C(=O)c2cc(C(F)(F)F)cc(C(F)(F)F)c2)C(Cc2c[nH]c3ccccc23)C1, [Na+], On1nnc2ccccc21. Yields the product Cl, O=C(CN1CCN(C(=O)c2cc(C(F)(F)F)cc(C(F)(F)F)c2)C(Cc2c[nH]c3ccccc23)C1)N1CC2CCC(CC2)C1. Reaction SMILES: [C:68](=[O:69])([OH:70])[O-:71].[CH3:47][N:48]([CH3:49])[CH2:50][CH2:51][CH2:52][N:53]=[C:54]=[N:55][CH2:56][CH3:57].[CH3:73][N:74]([CH3:75])[CH:76]=[O:77].[CH:37]12[CH2:38][NH:39][CH2:40][CH:41]([CH2:42][CH2:43]1)[CH2:44][CH2:45]2.[ClH:46].[F:1][C:2]([c:3]1[cH:4][c:5]([C:6](=[O:7])[N:8]2[CH:9]([CH2:18][c:19]3[cH:20][nH:21][c:22]4[cH:23][cH:24][cH:25][cH:26][c:27]34)[CH2:10][N:11]([CH2:14][C:15](=[O:16])[OH:17])[CH2:12][CH2:13]2)[cH:28][c:29]([C:31]([F:32])([F:33])[F:34])[cH:30]1)([F:35])[F:36].[Na+:72].[OH:58][n:59]1[c:60]2[cH:61][cH:62][cH:63][cH:64][c:65]2[n:66][n:67]1>>[ClH:46].[F:1][C:2]([c:3]1[cH:4][c:5]([C:6](=[O:7])[N:8]2[CH:9]([CH2:18][c:19]3[cH:20][nH:21][c:22]4[cH:23][cH:24][cH:25][cH:26][c:27]34)[CH2:10][N:11]([CH2:14][C:15](=[O:17])[N:39]3[CH2:38][CH:37]4[CH2:43][CH2:42][CH:41]([CH2:40]3)[CH2:44][CH2:45]4)[CH2:12][CH2:13]2)[cH:28][c:29]([C:31]([F:32])([F:33])[F:34])[cH:30]1)([F:35])[F:36]. Starting materials: CC1=NOC(=C1COC1=CC=C(C=C1)S(=O)(=O)NC=1C(=NC(=CC1)C1CN(CC1)CC1=CC=CC=C1)C)C (4-{[(3,5-dimethyl-4-isoxazolyl)methyl]oxy}-N-{2-methyl-6-[1-(phenylmethyl)-3-pyrrolidinyl]-3-pyridinyl}benzenesulfonamide), CC(C)(C)N=C(N(C)C)N(C)C (N″-(1,1-dimethylethyl)-N,N,N′,N′-tetramethylguanidine), BrCC(C)C (1-bromo-2-methylpropane). Solvent: C(C)#N (acetonitrile). Conditions: temperature 80 celsius. The product is C(C1=CC=CC=C1)N1CC(CC1)C1=CC=C(C(=N1)C)N(S(=O)(=O)C1=CC=C(C=C1)OCC=1C(=NOC1C)C)CC(C)C (N-(6-(1-benzylpyrrolidin-3-yl)-2-methylpyridin-3-yl)-4-((3,5-dimethylisoxazol-4-yl)methoxy)-N-isobutylbenzenesulfonamide). Isolated yield 48.9%. Reaction SMILES: [CH3:1][C:2]1[C:6]([CH2:7][O:8][C:9]2[CH:14]=[CH:13][C:12]([S:15]([NH:18][C:19]3[C:20]([CH3:37])=[N:21][C:22]([CH:25]4[CH2:29][CH2:28][N:27]([CH2:30][C:31]5[CH:36]=[CH:35][CH:34]=[CH:33][CH:32]=5)[CH2:26]4)=[CH:23][CH:24]=3)(=[O:17])=[O:16])=[CH:11][CH:10]=2)=[C:5]([CH3:38])[O:4][N:3]=1.[CH3:39][C:40](N=C(N(C)C)N(C)C)([CH3:42])[CH3:41].BrCC(C)C>C(#N)C>[CH2:30]([N:27]1[CH2:28][CH2:29][CH:25]([C:22]2[N:21]=[C:20]([CH3:37])[C:19]([N:18]([CH2:39][CH:40]([CH3:42])[CH3:41])[S:15]([C:12]3[CH:11]=[CH:10][C:9]([O:8][CH2:7][C:6]4[C:2]([CH3:1])=[N:3][O:4][C:5]=4[CH3:38])=[CH:14][CH:13]=3)(=[O:16])=[O:17])=[CH:24][CH:23]=2)[CH2:26]1)[C:31]1[CH:32]=[CH:33][CH:34]=[CH:35][CH:36]=1. Procedure details: To a solution of 4-{[(3,5-dimethyl-4-isoxazolyl)methyl]oxy}-N-{2-methyl-6-[1-(phenylmethyl)-3-pyrrolidinyl]-3-pyridinyl}benzenesulfonamide (211 mg, 0.396 mmol) and N″-(1,1-dimethylethyl)-N,N,N′,N′-tetramethylguanidine (67.9 mg, 0.396 mmol) in acetonitrile (3 mL) was added 1-bromo-2-methylpropane (0.086 mL, 0.792 mmol). The reaction vessel was sealed and heated at 80° C. for 8 hours. The reaction mixture was separated between ethyl acetate and saturated sodium bicarbonate solution. The organic ph... Reactants: C1CCOC1, CCN=C=NCCCN(C)C, CCO, CCOC(C)=O, CN(C)c1ccncc1, CCOC(C)=O, Cl, NC(=O)C1CCN(c2ccc([N+](=O)[O-])cn2)CC1, NC(=O)C1CCN(c2ccc(N)cn2)CC1, CN(C)C=O, O=C(O)c1nc(-c2ccccc2)oc1C(F)(F)F. Yields the product NC(=O)C1CCN(c2ccc(NC(=O)c3nc(-c4ccccc4)oc3C(F)(F)F)cn2)CC1. As a reaction SMILES: [CH2:56]1[O:57][CH2:58][CH2:59][CH2:60]1.[CH2:68]([N:69]=[C:70]=[N:71][CH2:72][CH2:73][CH2:74][N:75]([CH3:76])[CH3:77])[CH3:78].[CH3:53][CH2:54][OH:55].[CH3:61][CH2:62][O:63][C:64]([CH3:65])=[O:66].[CH3:79][N:80]([c:81]1[cH:82][cH:83][n:84][cH:85][cH:86]1)[CH3:87].[CH3:93][CH2:94][O:95][C:96](=[O:97])[CH3:98].[ClH:67].[N+:35]([c:36]1[cH:37][cH:38][c:39]([N:40]2[CH2:41][CH2:42][CH:43]([C:44]([NH2:45])=[O:46])[CH2:47][CH2:48]2)[n:49][cH:50]1)([O-:51])=[O:52].[NH2:19][c:20]1[cH:21][cH:22][c:23]([N:26]2[CH2:27][CH2:28][CH:29]([C:32](=[O:33])[NH2:34])[CH2:30][CH2:31]2)[n:24][cH:25]1.[O:88]=[CH:89][N:90]([CH3:91])[CH3:92].[c:1]1(-[c:7]2[o:8][c:9]([C:15]([F:16])([F:17])[F:18])[c:10]([C:12](=[O:13])[OH:14])[n:11]2)[cH:2][cH:3][cH:4][cH:5][cH:6]1>>[c:1]1(-[c:7]2[o:8][c:9]([C:15]([F:16])([F:17])[F:18])[c:10]([C:12](=[O:14])[NH:19][c:20]3[cH:21][cH:22][c:23]([N:26]4[CH2:27][CH2:28][CH:29]([C:32](=[O:33])[NH2:34])[CH2:30][CH2:31]4)[n:24][cH:25]3)[n:11]2)[cH:2][cH:3][cH:4][cH:5][cH:6]1.